This data is from the Open Reaction Database (ORD), a public repository of structured organic reaction records. The task is: describe an organic reaction: reactants, conditions, products, and yield The reactants are CC=1N=C(NC(C1C(C(=O)O)CCC)=O)C1=CC=CC=C1 (2-(4-methyl-6-oxo-2-phenyl-1,6-dihydropyrimidin-5-yl)pentanoic acid), S(=O)(Cl)Cl (thionyl chloride), CO (methanol). Yields the product CC=1N=C(NC(C1C(C(=O)OC)CCC)=O)C1=CC=CC=C1 (Methyl 2-(4-methyl-6-oxo-2-phenyl-1,6-dihydropyrimidin-5-yl)pentanoate). As a reaction SMILES: [CH3:1][C:2]1[N:3]=[C:4]([C:16]2[CH:21]=[CH:20][CH:19]=[CH:18][CH:17]=2)[NH:5][C:6](=[O:15])[C:7]=1[CH:8]([CH2:12][CH2:13][CH3:14])[C:9]([OH:11])=[O:10].S(Cl)(Cl)=O.[CH3:26]O>>[CH3:1][C:2]1[N:3]=[C:4]([C:16]2[CH:17]=[CH:18][CH:19]=[CH:20][CH:21]=2)[NH:5][C:6](=[O:15])[C:7]=1[CH:8]([CH2:12][CH2:13][CH3:14])[C:9]([O:11][CH3:26])=[O:10]. Procedure details: The 2-(4-methyl-6-oxo-2-phenyl-1,6-dihydropyrimidin-5-yl)pentanoic acid (17.16 g) was suspended in dry methanol (150 mL) and thionyl chloride (87 mL; 120 mmol) was added dropwise. The stirred reaction mixture was heated at reflux for 18 h. After cooling, the white precipitate was filtered off, washed with methanol and the filtrate was concentrated under reduced pressure. The residue was suspended in ethyl acetate (25 mL) and heptane (50 mL) was added. The white precipitate was filtered and dried... Reactants: CC(C(=O)OC(C)(C)C)N1OCC(O)C(O)C1=O, ClCCl, O=C(O)C(F)(F)F. The product is CC(C(=O)O)N1OCC(O)C(O)C1=O. Reaction SMILES: [C:1]([CH3:2])([CH3:3])([CH3:4])[O:5][C:6](=[O:7])[CH:8]([CH3:9])[N:10]1[O:11][CH2:12][CH:13]([OH:18])[CH:14]([OH:17])[C:15]1=[O:16].[Cl:19][CH2:20][Cl:21].[OH:22][C:23]([C:24]([F:25])([F:26])[F:27])=[O:28]>>[O:5]=[C:6]([OH:7])[CH:8]([CH3:9])[N:10]1[O:11][CH2:12][CH:13]([OH:18])[CH:14]([OH:17])[C:15]1=[O:16]. The reactants are C(C)(C)(C)OC(=O)NCCOC1=CC=C(C=C1)CC(C(=O)OC)O (methyl 3-[4-(2-t-butoxycarbonylaminoethoxy)phenyl]-2-hydroxypropionate), N(=NC(=O)N1CCCCC1)C(=O)N1CCCCC1 (1,1′-(azodicarbonyl)dipiperidine), SC=1OC2=C(N1)C=CC=C2 (2-mercaptobenzoxazole), C(CCC)P(CCCC)CCCC (tributylphosphine). As a reaction SMILES: [C:1]([O:5][C:6]([NH:8][CH2:9][CH2:10][O:11][C:12]1[CH:17]=[CH:16][C:15]([CH2:18][CH:19](O)[C:20]([O:22][CH3:23])=[O:21])=[CH:14][CH:13]=1)=[O:7])([CH3:4])([CH3:3])[CH3:2].[SH:25][C:26]1[O:27][C:28]2[CH:34]=[CH:33][CH:32]=[CH:31][C:29]=2[N:30]=1.C(P(CCCC)CCCC)CCC.N(C(N1CCCCC1)=O)=NC(N1CCCCC1)=O>>[O:27]1[C:28]2[CH:34]=[CH:33][CH:32]=[CH:31][C:29]=2[N:30]=[C:26]1[S:25][CH:19]([CH2:18][C:15]1[CH:16]=[CH:17][C:12]([O:11][CH2:10][CH2:9][NH:8][C:6]([O:5][C:1]([CH3:4])([CH3:3])[CH3:2])=[O:7])=[CH:13][CH:14]=1)[C:20]([O:22][CH3:23])=[O:21]. Procedure details: In a similar manner to that described in Example 122, a reaction was carried out using methyl 3-[4-(2-t-butoxycarbonylaminoethoxy)phenyl]-2-hydroxypropionate (415 mg), which is obtained in a similar manner to that described in Reference example 39(a), 2-mercaptobenzoxazole (277 mg), tributylphosphine (0.46 ml) instead of triphenylphosphine and 1,1′-(azodicarbonyl)dipiperidine (460 mg) instead of diethylazodicarboxylate and the reaction mixture was treated to afford the desired compound (665 mg) ... The product is O1C(=NC2=C1C=CC=C2)SC(C(=O)OC)CC2=CC=C(C=C2)OCCNC(=O)OC(C)(C)C (Methyl 2-(benzoxazole-2-ylthio)-3-[4-(2-t-butoxycarbonylaminoethoxy)phenyl]-propionate). Yield: 115.1%. Starting materials: [OH-].[Na+] (sodium hydroxide), Cl[O-].[Na+] (sodium hypochlorite), OC1=C(C(=O)O)C=CC=N1 (2-hydroxynicotinic acid), OC1=C(C(=O)O)C=CC=N1 (2-hydroxynicotinic acid), Cl[O-].[Na+] (sodium hypochlorite), OC1=C(C(=O)O)C=CC=N1 (2-hydroxynicotinic acid). Conditions: time 4 hour. Yields the product ClC=1C=C(C(=NC1)O)C(=O)O (5-Chloro-2-hydroxy-3-pyridinecarboxylic acid). RXN SMILES: [OH-].[Na+].[Cl:3][O-].[Na+].[OH:6][C:7]1[N:15]=[CH:14][CH:13]=[CH:12][C:8]=1[C:9]([OH:11])=[O:10]>>[Cl:3][C:13]1[CH:12]=[C:8]([C:9]([OH:11])=[O:10])[C:7]([OH:6])=[N:15][CH:14]=1 |f:0.1,2.3|. Procedure: To an agitated solution of 216.0 g (5.4 mole) of sodium hydroxide pellets in 2.25 liters of 5% (1.51 moles) sodium hypochlorite solution was added 150.0 g (1.08 mole) of 2-hydroxynicotinic acid. Temperature of the mixture was 20°-32° C. After 4 hr mass spectrographic analysis showed some starting 2-hydroxynicotinic acid was present. An additional liter of 5% (0.67 moles) of sodium hypochlorite solution was added and stirring was continued overnight. Starting 2-hydroxynicotinic acid was no longer...